The task is: describe an organic reaction: reactants, conditions, products, and yield. This data is from the Open Reaction Database (ORD), a public repository of structured organic reaction records. Reactants: FC(C(CC(=O)C=1SC2=C(N1)C=CC(=C2)OC)=O)(F)F (4,4,4-trifluoro-1-(6-methoxybenzothiazol-2-yl)butane-1,3-dione), Cl.CS(=O)(=O)C1=CC=C(C=C1)NN (4-methylsulfonyl-phenylhydrazine hydrochloride). Run in C(C)O (ethanol). Product: COC1=CC2=C(N=C(S2)C2=CC(=NN2C2=CC=C(C=C2)S(=O)(=O)C)C(F)(F)F)C=C1 (6-methoxy-2-[1-(4-methylsulfonylphenyl)-3-trifluoromethyl-1H-pyrazol-5-yl]benzothiazole). Yield: 77.2%. RXN SMILES: [F:1][C:2]([F:20])([F:19])[C:3](=O)[CH2:4][C:5]([C:7]1[S:8][C:9]2[CH:15]=[C:14]([O:16][CH3:17])[CH:13]=[CH:12][C:10]=2[N:11]=1)=O.Cl.[CH3:22][S:23]([C:26]1[CH:31]=[CH:30][C:29]([NH:32][NH2:33])=[CH:28][CH:27]=1)(=[O:25])=[O:24]>C(O)C>[CH3:17][O:16][C:14]1[CH:13]=[CH:12][C:10]2[N:11]=[C:7]([C:5]3[N:32]([C:29]4[CH:28]=[CH:27][C:26]([S:23]([CH3:22])(=[O:25])=[O:24])=[CH:31][CH:30]=4)[N:33]=[C:3]([C:2]([F:20])([F:19])[F:1])[CH:4]=3)[S:8][C:9]=2[CH:15]=1 |f:1.2|. Procedure: The mixture of 4,4,4-trifluoro-1-(6-methoxybenzothiazol-2-yl)butane-1,3-dione (300 mg, 1.0 mmol) and 4-methylsulfonyl-phenylhydrazine hydrochloride (260 mg, 1.1 mmol) was heated under reflux in ethanol (50 ml) for 3.5 hours, and then allowed to cool. The precipitated crystals were collected and subjected to recrystallization from ethanol and ethyl acetate-isooctane to afford 6-methoxy-2-[1-(4-methylsulfonylphenyl)-3-trifluoromethyl-1H-pyrazol-5-yl]benzothiazole (350 mg, 77%). NMR(CDCl3) δ: 3.11 ... The reactants are COc1cc2nccc(Oc3ccc(C)cc3Br)c2cc1OC, [Li]CCCC, CCCCCC, O=C(Cl)CCC1CCCC1, C1CCOC1, O. The product is COc1cc2nccc(Oc3ccc(C)cc3C(=O)CCC3CCCC3)c2cc1OC. Reaction SMILES: [Br:1][c:2]1[c:3]([O:4][c:5]2[cH:6][cH:7][n:8][c:9]3[cH:10][c:11]([O:17][CH3:18])[c:12]([O:15][CH3:16])[cH:13][c:14]23)[cH:19][cH:20][c:21]([CH3:23])[cH:22]1.[CH2:30]([Li:31])[CH2:32][CH2:33][CH3:34].[CH3:24][CH2:25][CH2:26][CH2:27][CH2:28][CH3:29].[CH:35]1([CH2:40][CH2:41][C:42](=[O:43])[Cl:44])[CH2:36][CH2:37][CH2:38][CH2:39]1.[O:46]1[CH2:47][CH2:48][CH2:49][CH2:50]1.[OH2:45]>>[c:2]1([C:42]([CH2:41][CH2:40][CH:35]2[CH2:36][CH2:37][CH2:38][CH2:39]2)=[O:43])[c:3]([O:4][c:5]2[cH:6][cH:7][n:8][c:9]3[cH:10][c:11]([O:17][CH3:18])[c:12]([O:15][CH3:16])[cH:13][c:14]23)[cH:19][cH:20][c:21]([CH3:23])[cH:22]1. Starting materials: CN1CCc2nc(C(=O)[O-])sc2C1, CCN=C=NCCCN(C)C, CN(C)C=O, CCOC(=O)C1CCC(NC(=O)c2cc3cc(Cl)ccc3[nH]2)C(N)C1, Cl, Cl, [Li+], O, On1nnc2ccccc21. The product is CCOC(=O)C1CCC(NC(=O)c2cc3cc(Cl)ccc3[nH]2)C(NC(=O)c2nc3c(s2)CN(C)CC3)C1. As a reaction SMILES: [CH3:27][N:28]1[CH2:29][c:30]2[c:31]([n:34][c:35]([C:37](=[O:38])[O-:39])[s:36]2)[CH2:32][CH2:33]1.[CH3:53][N:54]([CH3:55])[CH2:56][CH2:57][CH2:58][N:59]=[C:60]=[N:61][CH2:62][CH3:63].[CH3:64][N:65]([CH3:66])[CH:67]=[O:68].[Cl:2][c:3]1[cH:4][c:5]2[cH:6][c:7]([C:12](=[O:13])[NH:14][CH:15]3[CH:16]([NH2:26])[CH2:17][CH:18]([C:21](=[O:22])[O:23][CH2:24][CH3:25])[CH2:19][CH2:20]3)[nH:8][c:9]2[cH:10][cH:11]1.[ClH:1].[ClH:52].[Li+:40].[OH2:41].[OH:42][n:43]1[c:44]2[cH:45][cH:46][cH:47][cH:48][c:49]2[n:50][n:51]1>>[Cl:2][c:3]1[cH:4][c:5]2[cH:6][c:7]([C:12](=[O:13])[NH:14][CH:15]3[CH:16]([NH:26][C:37]([c:35]4[n:34][c:31]5[c:30]([s:36]4)[CH2:29][N:28]([CH3:27])[CH2:33][CH2:32]5)=[O:38])[CH2:17][CH:18]([C:21](=[O:22])[O:23][CH2:24][CH3:25])[CH2:19][CH2:20]3)[nH:8][c:9]2[cH:10][cH:11]1. Starting materials: CC1(C)OBOC1(C)C, CCOC(C)=O, COC(=O)c1c(C)cccc1I, C1COCCO1, Cl[Pd]Cl, c1ccc(P(c2ccccc2)c2ccccc2)cc1, c1ccc(P(c2ccccc2)c2ccccc2)cc1. Product: COC(=O)c1c(C)cccc1B1OC(C)(C)C(C)(C)O1. As a reaction SMILES: [CH3:13][C:14]1([CH3:21])[O:15][BH:16][O:17][C:18]1([CH3:19])[CH3:20].[CH3:28][CH2:29][O:30][C:31]([CH3:32])=[O:33].[I:1][c:2]1[c:3]([C:4](=[O:5])[O:6][CH3:7])[c:8]([CH3:12])[cH:9][cH:10][cH:11]1.[O:22]1[CH2:23][CH2:24][O:25][CH2:26][CH2:27]1.[Pd:34]([Cl:35])[Cl:36].[c:37]1([P:38]([c:39]2[cH:40][cH:41][cH:42][cH:43][cH:44]2)[c:45]2[cH:46][cH:47][cH:48][cH:49][cH:50]2)[cH:51][cH:52][cH:53][cH:54][cH:55]1.[c:56]1([P:57]([c:58]2[cH:59][cH:60][cH:61][cH:62][cH:63]2)[c:64]2[cH:65][cH:66][cH:67][cH:68][cH:69]2)[cH:70][cH:71][cH:72][cH:73][cH:74]1>>[c:2]1([B:16]2[O:15][C:14]([CH3:13])([CH3:21])[C:18]([CH3:19])([CH3:20])[O:17]2)[c:3]([C:4](=[O:5])[O:6][CH3:7])[c:8]([CH3:12])[cH:9][cH:10][cH:11]1. Starting materials: CC(C)(C)C(=O)CBr, CCc1cc2c(=O)[nH]c(=O)n(Cc3ccc(-c4ccccc4C#N)cc3)c2s1, CN(C)C=O, CCOC(C)=O, [H-], [Na+]. Yields the product CCc1cc2c(=O)n(CC(=O)C(C)(C)C)c(=O)n(Cc3ccc(-c4ccccc4C#N)cc3)c2s1. Reaction SMILES: [Br:29][CH2:30][C:31]([C:32]([CH3:33])([CH3:34])[CH3:35])=[O:36].[CH2:1]([CH3:2])[c:3]1[cH:4][c:5]2[c:6]([n:7]([CH2:13][c:14]3[cH:15][cH:16][c:17](-[c:20]4[c:21]([C:26]#[N:27])[cH:22][cH:23][cH:24][cH:25]4)[cH:18][cH:19]3)[c:8](=[O:12])[nH:9][c:10]2=[O:11])[s:28]1.[CH3:37][N:38]([CH3:39])[CH:40]=[O:41].[CH3:44][CH2:45][O:46][C:47](=[O:48])[CH3:49].[H-:42].[Na+:43]>>[CH2:1]([CH3:2])[c:3]1[cH:4][c:5]2[c:6]([n:7]([CH2:13][c:14]3[cH:15][cH:16][c:17](-[c:20]4[c:21]([C:26]#[N:27])[cH:22][cH:23][cH:24][cH:25]4)[cH:18][cH:19]3)[c:8](=[O:12])[n:9]([CH2:30][C:31]([C:32]([CH3:33])([CH3:34])[CH3:35])=[O:36])[c:10]2=[O:11])[s:28]1.